Task: describe an organic reaction: reactants, conditions, products, and yield. Dataset: the Open Reaction Database (ORD), a public repository of structured organic reaction records Solvent: CC(CC)=O (2-butanone). Procedure: In the manner described for Example 23, 97 mg (0.20 mmol.) of the polar diastereoisomer of 6-(5-chloro-1H-indol-3-yl)hexanoic acid (4-dimethylamino-4-phenylcyclohexylmethyl)amide were also obtained and were dissolved in 2-butanone (5 ml); chlorotrimethylsilane (38 μl, 0.30 mmol.) was added thereto. There immediately formed a white precipitate, which was deposited in a tacky manner on the wall of the flask. The solvent was reduced to about 0.5 ml in vacuo, ether (2 ml) was added to the residue, a... Reaction conditions: time 1 hour. Yields the product Cl.CN(C1(CCC(CC1)CNC(CCCCCC1=CNC2=CC=C(C=C12)Cl)=O)C1=CC=CC=C1)C (6-(5-Chloro-1H-indol-3-yl)hexanoic acid (4-dimethylamino-4-phenylcyclohexylmethyl)amide hydrochloride), CN(C1(CCC(CC1)CNC(CCCCCC1=CNC2=CC=C(C=C12)Cl)=O)C1=CC=CC=C1)C (6-(5-chloro-1H-indol-3-yl)hexanoic acid (4-dimethylamino-4-phenylcyclohexylmethyl)amide). RXN SMILES: [CH3:1][N:2]([CH3:34])[C:3]1([C:28]2[CH:33]=[CH:32][CH:31]=[CH:30][CH:29]=2)[CH2:8][CH2:7][CH:6]([CH2:9][NH:10][C:11](=[O:27])[CH2:12][CH2:13][CH2:14][CH2:15][CH2:16][C:17]2[C:25]3[C:20](=[CH:21][CH:22]=[C:23]([Cl:26])[CH:24]=3)[NH:19][CH:18]=2)[CH2:5][CH2:4]1.Cl[Si](C)(C)C.CCOCC>CC(=O)CC>[ClH:26].[CH3:34][N:2]([CH3:1])[C:3]1([C:28]2[CH:33]=[CH:32][CH:31]=[CH:30][CH:29]=2)[CH2:4][CH2:5][CH:6]([CH2:9][NH:10][C:11](=[O:27])[CH2:12][CH2:13][CH2:14][CH2:15][CH2:16][C:17]2[C:25]3[C:20](=[CH:21][CH:22]=[C:23]([Cl:26])[CH:24]=3)[NH:19][CH:18]=2)[CH2:7][CH2:8]1.[CH3:34][N:2]([CH3:1])[C:3]1([C:28]2[CH:33]=[CH:32][CH:31]=[CH:30][CH:29]=2)[CH2:4][CH2:5][CH:6]([CH2:9][NH:10][C:11](=[O:27])[CH2:12][CH2:13][CH2:14][CH2:15][CH2:16][C:17]2[C:25]3[C:20](=[CH:21][CH:22]=[C:23]([Cl:26])[CH:24]=3)[NH:19][CH:18]=2)[CH2:7][CH2:8]1 |f:4.5|. Reactants: CCOCC (ether), CN(C1(CCC(CC1)CNC(CCCCCC1=CNC2=CC=C(C=C12)Cl)=O)C1=CC=CC=C1)C (6-(5-chloro-1H-indol-3-yl)hexanoic acid (4-dimethylamino-4-phenylcyclohexylmethyl)amide), Cl[Si](C)(C)C (chlorotrimethylsilane). The reactants are NC1[C@@H]2N(C(C(CS2)O)C(=O)OC(C2=CC=CC=C2)C2=CC=CC=C2)C1=O (benzhydryl 7-amino-3-hydroxycepham-4-carboxylate), C(=O)O (Formic acid), C(C)(=O)OC(C)=O (acetic anhydride), aqueous solution, C([O-])(O)=O.[Na+] (sodium bicarbonate). Solvent: C(Cl)Cl (methylene chloride). Reaction conditions: temperature 3 celsius, time 10 minute. Product: C(=O)NC1[C@@H]2N(C(C(CS2)O)C(=O)OC(C2=CC=CC=C2)C2=CC=CC=C2)C1=O (benzhydryl 7-formamido-3-hydroxycepham-4-carboxylate). RXN SMILES: [CH:1](O)=[O:2].C(OC(=O)C)(=O)C.[NH2:11][CH:12]1[C:36](=[O:37])[N:14]2[CH:15]([C:20]([O:22][CH:23]([C:30]3[CH:35]=[CH:34][CH:33]=[CH:32][CH:31]=3)[C:24]3[CH:29]=[CH:28][CH:27]=[CH:26][CH:25]=3)=[O:21])[CH:16]([OH:19])[CH2:17][S:18][C@H:13]12.C(=O)(O)[O-].[Na+]>C(Cl)Cl>[CH:1]([NH:11][CH:12]1[C:36](=[O:37])[N:14]2[CH:15]([C:20]([O:22][CH:23]([C:30]3[CH:31]=[CH:32][CH:33]=[CH:34][CH:35]=3)[C:24]3[CH:29]=[CH:28][CH:27]=[CH:26][CH:25]=3)=[O:21])[CH:16]([OH:19])[CH2:17][S:18][C@H:13]12)=[O:2] |f:3.4|. Procedure: Formic acid (0.4 ml) and acetic anhydride (1 ml) were stirred at 40° C. for 30 minutes. The reaction mixture was cooled in an ice-water bath and added dropwise to a mixture of benzhydryl 7-amino-3-hydroxycepham-4-carboxylate (1.0 g) in methylene chloride (30 ml) at 3° C. The mixture was stirred at 3° C. for 10 minutes and adjusted to pH 7.0 with 5% aqueous solution of sodium bicarbonate, washed with water, dried over magnesium sulfate and evaporated in vacuo. The residue was triturated with diis... Starting materials: CCO, [H][H], C(=CC1CCC(Nc2ncnc3[nH]ncc23)CC1)CCc1ccccc1. The product is c1ccc(CCCCC2CCC(Nc3ncnc4[nH]ncc34)CC2)cc1. RXN SMILES: [CH3:29][CH2:30][OH:31].[H:27][H:28].[c:1]1([CH2:7][CH2:8][CH:9]=[CH:10][CH:11]2[CH2:12][CH2:13][CH:14]([NH:17][c:18]3[c:19]4[c:20]([n:21][cH:22][n:23]3)[nH:24][n:25][cH:26]4)[CH2:15][CH2:16]2)[cH:2][cH:3][cH:4][cH:5][cH:6]1>>[c:1]1([CH2:7][CH2:8][CH2:9][CH2:10][CH:11]2[CH2:12][CH2:13][CH:14]([NH:17][c:18]3[c:19]4[c:20]([n:21][cH:22][n:23]3)[nH:24][n:25][cH:26]4)[CH2:15][CH2:16]2)[cH:2][cH:3][cH:4][cH:5][cH:6]1. Reaction SMILES: [Cr](Cl)([O-])(=O)=O.[NH+]1C=CC=CC=1.[Br:12][C:13]1[CH:14]=[C:15]([CH3:22])[C:16]([F:21])=[C:17]([CH2:19][OH:20])[CH:18]=1>ClCCl>[Br:12][C:13]1[CH:14]=[C:15]([CH3:22])[C:16]([F:21])=[C:17]([CH:18]=1)[CH:19]=[O:20] |f:0.1|. Starting materials: [Cr](=O)(=O)([O-])Cl.[NH+]1=CC=CC=C1 (pyridinium chlorochromate), BrC=1C=C(C(=C(C1)CO)F)C ((5-bromo-2-fluoro-3-methylphenyl)methanol). Product: BrC=1C=C(C(=C(C=O)C1)F)C (5-bromo-2-fluoro-3-methylbenzaldehyde). Reported procedure: To a stirred suspension of pyridinium chlorochromate (3.77 g, 17.1 mmol) and silica gel in 25 ml dichloromethane was added a solution of (5-bromo-2-fluoro-3-methylphenyl)methanol in 25 mL dichloromethane. The reaction was stirred for 30 minutes at room temperature. Added additional silica gel and concentrated to adsorb reaction products onto the silica gel. Flash chromatographed (80 g silica, 5-10% ethyl acetate/hexanes gradient) to yield 2.1 g of 5-bromo-2-fluoro-3-methylbenzaldehyde as a white... Solvent: ClCCl (dichloromethane), ClCCl (dichloromethane). Run at time 30 minute. Reaction SMILES: [OH:1][NH:2][C:3](=[NH:7])[CH:4]([CH3:6])[CH3:5].[C:8]([N:10]1[CH2:15][CH2:14][CH:13]([N:16]([CH:35]2[CH2:37][CH2:36]2)[C:17](=[O:34])[C:18]2[CH:23]=[CH:22][C:21]([C:24]3[CH:29]=[CH:28][C:27]([S:30]([CH3:33])(=[O:32])=[O:31])=[CH:26][CH:25]=3)=[N:20][CH:19]=2)[CH2:12][CH2:11]1)#N>O1CCCC1.C(OCC)(=O)C.[Cl-].[Zn+2].[Cl-]>[CH:35]1([N:16]([CH:13]2[CH2:14][CH2:15][N:10]([C:8]3[O:1][N:2]=[C:3]([CH:4]([CH3:6])[CH3:5])[N:7]=3)[CH2:11][CH2:12]2)[C:17](=[O:34])[C:18]2[CH:23]=[CH:22][C:21]([C:24]3[CH:25]=[CH:26][C:27]([S:30]([CH3:33])(=[O:31])=[O:32])=[CH:28][CH:29]=3)=[N:20][CH:19]=2)[CH2:37][CH2:36]1 |f:4.5.6|. Reagents/catalysts: [Cl-].[Zn+2].[Cl-] (zinc chloride). Reported procedure: 0.5 M solution of zinc chloride in tetrahydrofuran (4.52 mL) is added dropwise at room temperature to a mixture of N-hydroxy-isobutyramidine (58 mg) and N-(1-cyano-piperidin-4-yl)-N-cyclopropyl-6-(4-methanesulfonyl-phenyl)-nicotinamide (160 mg) in ethyl acetate (8 mL). The reaction mixture is stirred at 50° C. for two days and cooled to room temperature. The precipitate is filtered off and heated to 100° C. for 1 h in a mixture of ethanol (6 mL) and glacial acetic acid (3 mL). The solvents are e... Product: C1(CC1)N(C(C1=CN=C(C=C1)C1=CC=C(C=C1)S(=O)(=O)C)=O)C1CCN(CC1)C1=NC(=NO1)C(C)C (N-Cyclopropyl-N-[1-(3-isopropyl-[1,2,4]oxadiazol-5-yl)-piperidin-4-yl]-6-(4-methanesulfonyl-phenyl)-nicotinamide). Starting materials: solution, ONC(C(C)C)=N (N-hydroxy-isobutyramidine), C(#N)N1CCC(CC1)N(C(C1=CN=C(C=C1)C1=CC=C(C=C1)S(=O)(=O)C)=O)C1CC1 (N-(1-cyano-piperidin-4-yl)-N-cyclopropyl-6-(4-methanesulfonyl-phenyl)-nicotinamide). Solvent: O1CCCC1 (tetrahydrofuran), C(C)(=O)OCC (ethyl acetate). Reaction conditions: temperature 50 celsius, time 2 day.